From a dataset of the Open Reaction Database (ORD), a public repository of structured organic reaction records. describe an organic reaction: reactants, conditions, products, and yield Starting materials: O=C(Nc1nc2cccc(Br)n2n1)c1cccnc1, NCC1CCCO1. Product: O=C(Nc1nc2cccc(NCC3CCCO3)n2n1)c1cccnc1. As a reaction SMILES: [Br:1][c:2]1[cH:3][cH:4][cH:5][c:6]2[n:7]1[n:8][c:9]([NH:11][C:12]([c:13]1[cH:14][n:15][cH:16][cH:17][cH:18]1)=[O:19])[n:10]2.[CH2:20]([CH:21]1[CH2:22][CH2:23][CH2:24][O:25]1)[NH2:26]>>[c:2]1([NH:26][CH2:20][CH:21]2[CH2:22][CH2:23][CH2:24][O:25]2)[cH:3][cH:4][cH:5][c:6]2[n:7]1[n:8][c:9]([NH:11][C:12]([c:13]1[cH:14][n:15][cH:16][cH:17][cH:18]1)=[O:19])[n:10]2. Reactants: ClC1=NC2=CC=C(C=C2N=C1N(C(C)C)C)C(=O)OC (methyl 2-chloro-3-[methyl(propan-2-yl)amino]quinoxaline-6-carboxylate), ClC1=CC2=C(C=C(O2)B2OC(C(O2)(C)C)(C)C)C=C1 (2-(6-chloro-1-benzofuran-2-yl)-4,4,5,5-tetramethyl-1,3,2-dioxaborolane), [O-]P(=O)([O-])[O-].[K+].[K+].[K+] (K3PO4). The reagents and catalysts are C=1C=CC(=CC1)[P](C=2C=CC=CC2)(C=3C=CC=CC3)[Pd]([P](C=4C=CC=CC4)(C=5C=CC=CC5)C=6C=CC=CC6)([P](C=7C=CC=CC7)(C=8C=CC=CC8)C=9C=CC=CC9)[P](C=1C=CC=CC1)(C=1C=CC=CC1)C=1C=CC=CC1 (Pd(PPh3)4). The solvent is O (water), O1CCOCC1 (1,4-dioxane). Run at temperature 95 celsius, time 1 hour. Yields the product ClC1=CC2=C(C=C(O2)C2=NC3=CC=C(C=C3N=C2N(C(C)C)C)C(=O)OC)C=C1 (methyl 2-(6-chloro-1-benzofuran-2-yl)-3-[methyl(propan-2-yl)amino]quinoxaline-6-carboxylate). Isolated yield 43.1%. As a reaction SMILES: Cl[C:2]1[C:11]([N:12]([CH3:16])[CH:13]([CH3:15])[CH3:14])=[N:10][C:9]2[C:4](=[CH:5][CH:6]=[C:7]([C:17]([O:19][CH3:20])=[O:18])[CH:8]=2)[N:3]=1.[Cl:21][C:22]1[CH:39]=[CH:38][C:25]2[CH:26]=[C:27](B3OC(C)(C)C(C)(C)O3)[O:28][C:24]=2[CH:23]=1.[O-]P([O-])([O-])=O.[K+].[K+].[K+]>O1CCOCC1.O.C1C=CC([P]([Pd]([P](C2C=CC=CC=2)(C2C=CC=CC=2)C2C=CC=CC=2)([P](C2C=CC=CC=2)(C2C=CC=CC=2)C2C=CC=CC=2)[P](C2C=CC=CC=2)(C2C=CC=CC=2)C2C=CC=CC=2)(C2C=CC=CC=2)C2C=CC=CC=2)=CC=1>[Cl:21][C:22]1[CH:39]=[CH:38][C:25]2[CH:26]=[C:27]([C:2]3[C:11]([N:12]([CH3:16])[CH:13]([CH3:15])[CH3:14])=[N:10][C:9]4[C:4](=[CH:5][CH:6]=[C:7]([C:17]([O:19][CH3:20])=[O:18])[CH:8]=4)[N:3]=3)[O:28][C:24]=2[CH:23]=1 |f:2.3.4.5,^1:58,60,79,98|. Reported procedure: To a solution of methyl 2-chloro-3-[methyl(propan-2-yl)amino]quinoxaline-6-carboxylate (100 mg, 0.34 mmol) in 1,4-dioxane (1 mL) was added 2-(6-chloro-1-benzofuran-2-yl)-4,4,5,5-tetramethyl-1,3,2-dioxaborolane (300 mg, crude), and K3PO4 (140 mg, 0.66 mmol), Pd(PPh3)4 (20 mg, 0.02 mmol) under nitrogen atmosphere. After stirring 1 h at 95° C., the reaction mixture was dissolved in water (50 mL), extracted with dichloromethane (3×30 mL), dried over anhydrous magnesium sulfate and concentrated under...